From a dataset of the Open Reaction Database (ORD), a public repository of structured organic reaction records. describe an organic reaction: reactants, conditions, products, and yield The reactants are BrC=1C=2N(C=CC1)N=C(N2)Cl (8-bromo-2-chloro-[1,2,4]triazolo[1,5-a]pyridine), CS(=O)(=O)C=1C=C(CN)C=CC1 (3-methanesulfonyl-benzylamine). The product is ClC1=NN2C(C(=CC=C2)NCC2=CC(=CC=C2)S(=O)(=O)C)=N1 ((2-Chloro-[1,2,4]triazolo[1,5-a]pyridin-8-yl)-(3-methanesulfonyl-benzyl)-amine), solid. Isolated yield 59.0%. Reaction SMILES: Br[C:2]1[C:3]2[N:4]([N:8]=[C:9]([Cl:11])[N:10]=2)[CH:5]=[CH:6][CH:7]=1.[CH3:12][S:13]([C:16]1[CH:17]=[C:18]([CH:21]=[CH:22][CH:23]=1)[CH2:19][NH2:20])(=[O:15])=[O:14]>>[Cl:11][C:9]1[N:10]=[C:3]2[C:2]([NH:20][CH2:19][C:18]3[CH:21]=[CH:22][CH:23]=[C:16]([S:13]([CH3:12])(=[O:15])=[O:14])[CH:17]=3)=[CH:7][CH:6]=[CH:5][N:4]2[N:8]=1. Reported procedure: 160 b) (2-Chloro-[1,2,4]triazolo[1,5-a]pyridin-8-yl)-(3-methanesulfonyl-benzyl)-amine was prepared from 8-bromo-2-chloro-[1,2,4]triazolo[1,5-a]pyridine (500.0 mg, 2.151 mmol) and 3-methanesulfonyl-benzylamine (450.0 mg, 2.429 mmol) in a manner analogous to Example 2d. Product isolated as a pale yellow solid (0.429 g, 59%). 1H NMR (400 MHz, CDCl3, δ, ppm): 7.97 (s, 1H), 7.93-7.87 (m, 2H), 7.68 (d, J=7.7 Hz, 1H), 7.58 (t, J=7.7 Hz, 1H), 6.85 (t, J=7.4 Hz, 1H), 6.35 (d, J=7.8 Hz, 1H), 5.51-5.44 (m,... Starting materials: C(C)(=O)N1CCC(CC1)C1=CC(=C(C=C1F)C(C(C(=O)OCC)=CNC1CC1)=O)F (ethyl 4-(1-acetyl-4-piperidinyl)-α-[(cyclopropylamino)methylene]-2,5-difluoro-β-oxobenzenepropionate), CC(C)([O-])C.[K+] (potassium t-butoxide). The solvent is C(C)(C)(C)O (t-butyl alcohol). Run at time 1.5 hour. Yields the product C(C)(=O)N1CCC(CC1)C1=C(C=C2C(C(=CN(C2=C1)C1CC1)C(=O)OCC)=O)F (Ethyl 7-(1-acetyl-4-piperidinyl)-1-cyclopropyl-6-fluoro-1,4-dihydro-4-oxo-3-quinolinecarboxylate). RXN SMILES: [C:1]([N:4]1[CH2:9][CH2:8][CH:7]([C:10]2[C:15]([F:16])=[CH:14][C:13]([C:17](=[O:29])[C:18](=[CH:24][NH:25][CH:26]3[CH2:28][CH2:27]3)[C:19]([O:21][CH2:22][CH3:23])=[O:20])=[C:12](F)[CH:11]=2)[CH2:6][CH2:5]1)(=[O:3])[CH3:2].CC(C)([O-])C.[K+]>C(O)(C)(C)C>[C:1]([N:4]1[CH2:9][CH2:8][CH:7]([C:10]2[CH:11]=[C:12]3[C:13]([C:17](=[O:29])[C:18]([C:19]([O:21][CH2:22][CH3:23])=[O:20])=[CH:24][N:25]3[CH:26]3[CH2:28][CH2:27]3)=[CH:14][C:15]=2[F:16])[CH2:6][CH2:5]1)(=[O:3])[CH3:2] |f:1.2|. Procedure: A solution of 3.49 g (8.30 mmol) ethyl 4-(1-acetyl-4-piperidinyl)-α-[(cyclopropylamino)methylene]-2,5-difluoro-β-oxobenzenepropionate in 35 ml of t-butyl alcohol was treated with 0.93 g (8.30 mmol) potassium t-butoxide and stirred in an oil bath at 65° for 1.5 hours. The mixture was evaporated under vacuum and the residue extracted with 0.5 N hydrochloric acid. The organic layer was dried (MgSO4) and evaporated. The title compound was isolated by chromatography on silica gel and crystallization ... The reactants are Cl.NC1=C(C(=O)C2=CC(=C(C=C2)OC)OC)C=C(C(=C1)OC)OC (2-amino-3',4',4,5-tetramethoxybenzophenone hydrochloride), CC(CC(CC(C)=O)=O)C (6-methyl-2,4-heptanedione). Product: COC=1C=C(C=CC1OC)C1=C(C(=NC2=CC(=C(C=C12)OC)OC)C)C(CC(C)C)=O (4-(3,4-dimethoxyphenyl)-3-isovaleryl-6,7-dimethoxy-2-methylquinoline). As a reaction SMILES: Cl.[NH2:2][C:3]1[CH:20]=[C:19]([O:21][CH3:22])[C:18]([O:23][CH3:24])=[CH:17][C:4]=1[C:5]([C:7]1[CH:12]=[CH:11][C:10]([O:13][CH3:14])=[C:9]([O:15][CH3:16])[CH:8]=1)=O.[CH3:25][CH:26]([CH3:34])[CH2:27][C:28](=[O:33])[CH2:29][C:30](=O)[CH3:31]>>[CH3:16][O:15][C:9]1[CH:8]=[C:7]([C:5]2[C:4]3[C:3](=[CH:20][C:19]([O:21][CH3:22])=[C:18]([O:23][CH3:24])[CH:17]=3)[N:2]=[C:30]([CH3:31])[C:29]=2[C:28](=[O:33])[CH2:27][CH:26]([CH3:34])[CH3:25])[CH:12]=[CH:11][C:10]=1[O:13][CH3:14] |f:0.1|. Reported procedure: According to the same manner as that described in Reference Example 6, 2-amino-3',4',4,5-tetramethoxybenzophenone hydrochloride was reacted with 6-methyl-2,4-heptanedione to give 4-(3,4-dimethoxyphenyl)-3-isovaleryl-6,7-dimethoxy-2-methylquinoline. This compound was recrystallized from ethyl acetate-hexane to give colorless prisms. mp. 135°-137° C. Starting materials: BrC1=CC=C(C=C1)C(C(C)C)(O)C=1N=CN(C1)C(C1=CC=CC=C1)(C1=CC=CC=C1)C1=CC=CC=C1 (1-(4-bromophenyl)-2-methyl-1-(1-trityl-1H-imidazol-4-yl)-1-propanol), C(C)(=O)NC1=CC=C(C=C1)B(O)O (4-(acetylamino)phenylboronic acid). Reagents/catalysts: C=1C=CC(=CC1)[P](C=2C=CC=CC2)(C=3C=CC=CC3)[Pd]([P](C=4C=CC=CC4)(C=5C=CC=CC5)C=6C=CC=CC6)([P](C=7C=CC=CC7)(C=8C=CC=CC8)C=9C=CC=CC9)[P](C=1C=CC=CC1)(C=1C=CC=CC1)C=1C=CC=CC1 (tetrakis(triphenylphosphine)palladium(0)). Yields the product OC(C(C)C)(C=1N=CN(C1)C(C1=CC=CC=C1)(C1=CC=CC=C1)C1=CC=CC=C1)C1=CC=C(C=C1)C1=CC=C(C=C1)NC(C)=O (N-{4′-[1-hydroxy-2-methyl-1-(1-trityl-1H-imidazol-4-yl)propyl][1,1′-biphenyl]-4-yl}acetamide). Isolated yield 31.8%. Reaction SMILES: Br[C:2]1[CH:7]=[CH:6][C:5]([C:8]([C:13]2[N:14]=[CH:15][N:16]([C:18]([C:31]3[CH:36]=[CH:35][CH:34]=[CH:33][CH:32]=3)([C:25]3[CH:30]=[CH:29][CH:28]=[CH:27][CH:26]=3)[C:19]3[CH:24]=[CH:23][CH:22]=[CH:21][CH:20]=3)[CH:17]=2)([OH:12])[CH:9]([CH3:11])[CH3:10])=[CH:4][CH:3]=1.[C:37]([NH:40][C:41]1[CH:46]=[CH:45][C:44](B(O)O)=[CH:43][CH:42]=1)(=[O:39])[CH3:38]>C1C=CC([P]([Pd]([P](C2C=CC=CC=2)(C2C=CC=CC=2)C2C=CC=CC=2)([P](C2C=CC=CC=2)(C2C=CC=CC=2)C2C=CC=CC=2)[P](C2C=CC=CC=2)(C2C=CC=CC=2)C2C=CC=CC=2)(C2C=CC=CC=2)C2C=CC=CC=2)=CC=1>[OH:12][C:8]([C:5]1[CH:6]=[CH:7][C:2]([C:44]2[CH:45]=[CH:46][C:41]([NH:40][C:37](=[O:39])[CH3:38])=[CH:42][CH:43]=2)=[CH:3][CH:4]=1)([C:13]1[N:14]=[CH:15][N:16]([C:18]([C:31]2[CH:36]=[CH:35][CH:34]=[CH:33][CH:32]=2)([C:25]2[CH:30]=[CH:29][CH:28]=[CH:27][CH:26]=2)[C:19]2[CH:24]=[CH:23][CH:22]=[CH:21][CH:20]=2)[CH:17]=1)[CH:9]([CH3:11])[CH3:10] |^1:53,55,74,93|. Procedure: By the reaction in the same manner as in Example 4-(ii) using 1-(4-bromophenyl)-2-methyl-1-(1-trityl-1H-imidazol-4-yl)-1-propanol (1.00 g), 4-(acetylamino)phenylboronic acid (510 mg) and tetrakis(triphenylphosphine)palladium(0) (200 mg), the title compound (350 mg) was obtained as a colorless powder crystals. As a reaction SMILES: [CH3:19][CH2:20][OH:21].[Cl:1][c:2]1[cH:3][cH:4][n:5][c:6]2[cH:7][c:8]([C:12]([F:13])([F:14])[F:15])[cH:9][cH:10][c:11]12.[NH2:17][NH2:18].[OH2:16]>>[ClH:1].[c:2]1([NH:17][NH2:18])[cH:3][cH:4][n:5][c:6]2[cH:7][c:8]([C:12]([F:13])([F:14])[F:15])[cH:9][cH:10][c:11]12. Reactants: CCO, FC(F)(F)c1ccc2c(Cl)ccnc2c1, NN, O. The product is Cl, NNc1ccnc2cc(C(F)(F)F)ccc12. Starting materials: N(=O)N(C1=CC=CC=C1)CCC (N-nitroso-N-propylaniline), C(CC)NC1=CC=CC=C1 (N-n-propylaniline), [H-].[Al+3].[Li+].[H-].[H-].[H-] (LAH), [H-].[Al+3].[Li+].[H-].[H-].[H-] (lithium aluminum hydride). The solvent is CCOCC (ether), CCOCC (ether). Conditions: time 3 hour. Product: C1(=CC=CC=C1)N(N)CCC (1-Phenyl-1-n-propyl-hydrazine). Reaction SMILES: [N:1]([N:3]([CH2:10][CH2:11][CH3:12])[C:4]1[CH:9]=[CH:8][CH:7]=[CH:6][CH:5]=1)=O.C(NC1C=CC=CC=1)CC.[H-].[Al+3].[Li+].[H-].[H-].[H-]>CCOCC>[C:4]1([N:3]([CH2:10][CH2:11][CH3:12])[NH2:1])[CH:9]=[CH:8][CH:7]=[CH:6][CH:5]=1 |f:2.3.4.5.6.7|. Procedure details: N-nitroso-N-propylaniline, prepared from N-n-propylaniline by the same method as described in Example 1, was conveniently reduced with lithium aluminum hydride (LAH). The LAH in 450 ml dry ether was heated under reflux for 15 minutes, and a solution of 32.8 g (0.2 mol) crude 4 in 250 ml dry ether was added dropwise. The reaction mixture was allowed to stir for 3 hours before it was quenched by the dropwise addition of 12 ml water and 14 ml 20% sodium hydroxide. The resultant suspension was filte...